describe an organic reaction: reactants, conditions, products, and yield From a dataset of the Open Reaction Database (ORD), a public repository of structured organic reaction records. Starting materials: BrC=1C(=C2C(=NC1)OCC2)[Si](C)(C)C (5-bromo-4-(trimethylsilyl)-2,3-dihydrofuro[2,3-b]pyridine), C(C=C)[Sn](CCCC)(CCCC)CCCC (allyltributyltin). Reagents/catalysts: Cl[Pd]([P](C1=CC=CC=C1)(C2=CC=CC=C2)C3=CC=CC=C3)([P](C4=CC=CC=C4)(C5=CC=CC=C5)C6=CC=CC=C6)Cl (trans-dichlorobis(triphenylphosphine)palladium(II)). Solvent: O (water), CN(C=O)C (N,N-dimethylformamide). Run at temperature 100 celsius, time 1.5 hour. Yields the product C(C=C)C=1C(=C2C(=NC1)OCC2)[Si](C)(C)C (5-allyl-4-(trimethylsilyl)-2,3-dihydrofuro[2,3-b]pyridine). Isolated yield 95.9%. As a reaction SMILES: Br[C:2]1[C:3]([Si:11]([CH3:14])([CH3:13])[CH3:12])=[C:4]2[CH2:10][CH2:9][O:8][C:5]2=[N:6][CH:7]=1.[CH2:15]([Sn](CCCC)(CCCC)CCCC)[CH:16]=[CH2:17]>CN(C)C=O.O.Cl[Pd](Cl)([P](C1C=CC=CC=1)(C1C=CC=CC=1)C1C=CC=CC=1)[P](C1C=CC=CC=1)(C1C=CC=CC=1)C1C=CC=CC=1>[CH2:17]([C:2]1[C:3]([Si:11]([CH3:14])([CH3:13])[CH3:12])=[C:4]2[CH2:10][CH2:9][O:8][C:5]2=[N:6][CH:7]=1)[CH:16]=[CH2:15] |^1:39,58|. Reported procedure: A mixture of 5-bromo-4-(trimethylsilyl)-2,3-dihydrofuro[2,3-b]pyridine (37.5 g, 138 mmol), allyltributyltin (65.8 mL, 212 mmol) and trans-dichlorobis(triphenylphosphine)palladium(II) (9.9 g, 14.1 mmol) in N,N-dimethylformamide (500 mL) was stirred at 100° C. for 1.5 hr. The reaction solution was diluted with water, and the mixture was extracted with diethyl ether. The extract was washed with saturated brine and dried over anhydrous sodium sulfate. The solvent was evaporated under reduced pressur... Product: ClC1=CC=C(C=C1)CNC(=O)C=1C=NC2=CC(=CC=C2C1O)N(C)C (N-[(4-Chlorophenyl)methyl]-7-(dimethylamino)-4-hydroxy-3-quinolinecarboxamide). Run at time 10 minute. Procedure details: Sodium cyanoborohydride (96 mg) is added to a mixture of 100 mg 7-amino-N-[(4-chlorophenyl)methyl]-4-hydroxy-3-quinolinecarboxamide and 91 mg paraformaldehyde in 5 mL of acetic acid. After 2 days the mixture is diluted with 5 mL of distilled water (use of more water causes the product to precipitate as an oil). The mixture is stirred an additional 10 min and then the product is collected by filtration. It is washed with three 1 mL portions of 50% aqueous acetic acid and dried in a stream of air.... The solvent is C(C)(=O)O (acetic acid), O (water), O (water). Starting materials: C(#N)[BH3-].[Na+] (Sodium cyanoborohydride), NC1=CC=C2C(=C(C=NC2=C1)C(=O)NCC1=CC=C(C=C1)Cl)O (7-amino-N-[(4-chlorophenyl)methyl]-4-hydroxy-3-quinolinecarboxamide), C=O (paraformaldehyde). As a reaction SMILES: [C:1]([BH3-])#[N:2].[Na+].N[C:6]1[CH:15]=[C:14]2[C:9]([C:10]([OH:27])=[C:11]([C:16]([NH:18][CH2:19][C:20]3[CH:25]=[CH:24][C:23]([Cl:26])=[CH:22][CH:21]=3)=[O:17])[CH:12]=[N:13]2)=[CH:8][CH:7]=1.[CH2:28]=O>C(O)(=O)C.O>[Cl:26][C:23]1[CH:24]=[CH:25][C:20]([CH2:19][NH:18][C:16]([C:11]2[CH:12]=[N:13][C:14]3[C:9]([C:10]=2[OH:27])=[CH:8][CH:7]=[C:6]([N:2]([CH3:1])[CH3:28])[CH:15]=3)=[O:17])=[CH:21][CH:22]=1 |f:0.1|. The reactants are C(#N)C1=CC(=C(C=C1)C=1C=NN(C1O)C1=NC=C(C(=O)O)C=C1)C (6-(4-(4-cyano-2-methylphenyl)-5-hydroxy-1H-pyrazol-1-yl)nicotinic acid), Cl.Cl.C1(CC1)N([C@H]1CNCCC1)C ((R)—N-cyclopropyl-N-methylpiperidin-3-amine dihydrochloride). Yields the product C1(CC1)N([C@H]1CN(CCC1)C(=O)C=1C=CC(=NC1)N1N=CC(=C1O)C1=C(C=C(C#N)C=C1)C)C ((R)-4-(1-(5-(3-(cyclopropyl(methyl)amino)piperidine-1-carbonyl)pyridin-2-yl)-5-hydroxy-1H-pyrazol-4-yl)-3-methylbenzonitrile). RXN SMILES: [C:1]([C:3]1[CH:8]=[CH:7][C:6]([C:9]2[CH:10]=[N:11][N:12]([C:15]3[CH:23]=[CH:22][C:18]([C:19]([OH:21])=O)=[CH:17][N:16]=3)[C:13]=2[OH:14])=[C:5]([CH3:24])[CH:4]=1)#[N:2].Cl.Cl.[CH:27]1([N:30]([CH3:37])[C@@H:31]2[CH2:36][CH2:35][CH2:34][NH:33][CH2:32]2)[CH2:29][CH2:28]1>>[CH:27]1([N:30]([CH3:37])[C@@H:31]2[CH2:36][CH2:35][CH2:34][N:33]([C:19]([C:18]3[CH:22]=[CH:23][C:15]([N:12]4[C:13]([OH:14])=[C:9]([C:6]5[CH:7]=[CH:8][C:3]([C:1]#[N:2])=[CH:4][C:5]=5[CH3:24])[CH:10]=[N:11]4)=[N:16][CH:17]=3)=[O:21])[CH2:32]2)[CH2:29][CH2:28]1 |f:1.2.3|. Reported procedure: The title compound was prepared in a manner similar to Example 112 using 6-(4-(4-cyano-2-methylphenyl)-5-hydroxy-1H-pyrazol-1-yl)nicotinic acid and (R)—N-cyclopropyl-N-methylpiperidin-3-amine dihydrochloride. 1H NMR (400 MHz, DMSO-d6) δ ppm 0.13-0.61 (m, 4H) 1.38-1.64 (m, 2H) 1.64-2.09 (m, 3H) 2.15-2.41 (m, 3H) 2.43 (s, 3H) 2.55-2.86 (m, 2H) 3.04 (br. s., 1H) 3.49-3.87 (m, 1H) 4.33-4.77 (m, 1H) 7.65 (dd, J=8.08, 1.52 Hz, 1H) 7.72 (s, 1H) 7.81 (d, J=8.08 Hz, 1H) 8.05 (dd, J=8.59, 2.02 Hz, 1H) 8.1... The reactants are C1(CCCC1)N1C(N(CC=2C1=NC(=NC2)S(=O)C)C2=C(C(=CC(=C2)OC)OC)F)=O (1-cyclopentyl-3-(2-fluoro-3,5-dimethoxy-phenyl)-7-methanesulfinyl-3,4-dihydro-1H-pyrimido[4,5-d]pyrimidin-2-one), O[C@@H]1CC[C@H](CC1)N (trans-4-hydroxy-cyclohexylamine). The product is C1(CCCC1)N1C(N(CC=2C1=NC(=NC2)N[C@@H]2CC[C@H](CC2)O)C2=C(C(=CC(=C2)OC)OC)F)=O (1-Cyclopentyl-3-(2-fluoro-3,5-dimethoxy-phenyl)-7-(trans-4-hydroxy-cyclohexylamino)-3,4-dihydro-1H-pyrimido[4,5-d]pyrimidin-2-one). As a reaction SMILES: [CH:1]1([N:6]2[C:11]3=[N:12][C:13](S(C)=O)=[N:14][CH:15]=[C:10]3[CH2:9][N:8]([C:19]3[CH:24]=[C:23]([O:25][CH3:26])[CH:22]=[C:21]([O:27][CH3:28])[C:20]=3[F:29])[C:7]2=[O:30])[CH2:5][CH2:4][CH2:3][CH2:2]1.[OH:31][C@H:32]1[CH2:37][CH2:36][C@H:35]([NH2:38])[CH2:34][CH2:33]1>>[CH:1]1([N:6]2[C:11]3=[N:12][C:13]([NH:38][C@H:35]4[CH2:36][CH2:37][C@H:32]([OH:31])[CH2:33][CH2:34]4)=[N:14][CH:15]=[C:10]3[CH2:9][N:8]([C:19]3[CH:24]=[C:23]([O:25][CH3:26])[CH:22]=[C:21]([O:27][CH3:28])[C:20]=3[F:29])[C:7]2=[O:30])[CH2:5][CH2:4][CH2:3][CH2:2]1. Procedure details: 1-Cyclopentyl-3-(2-fluoro-3,5-dimethoxy-phenyl)-7-(trans-4-hydroxy-cyclohexylamino)-3,4-dihydro-1H-pyrimido[4,5-d]pyrimidin-2-one was prepared as in Example 2 using 0.5 g (1.15 mmol) 1-cyclopentyl-3-(2-fluoro-3,5-dimethoxy-phenyl)-7-methanesulfinyl-3,4-dihydro-1H-pyrimido[4,5-d]pyrimidin-2-one and 0.389 g (3.45 mmol) trans-4-hydroxy-cyclohexylamine. The final product was purified by column chromatography (20:1 dichloromethane/ methanol). This gave 0.320 g (57%) of 1-cyclopentyl-3-(2-fluoro-3,5-d... Reactants: ClC=1C(=NC=NC1Cl)N (5,6-dichloropyrimidin-4-amine), N[C@@H]1C[C@H](CCC1)NC(OC(C)(C)C)=O (tert-butyl (trans-3-aminocyclohexyl)carbamate), O(C1=CC=CC=C1)C1=CC=C(C=C1)B(O)O ((4-phenoxyphenyl)boronic acid), C(C=C)(=O)Cl (acryloyl chloride). Yields the product NC1=C(C(=NC=N1)N[C@H]1C[C@@H](CCC1)NC(C=C)=O)C1=CC=C(C=C1)OC1=CC=CC=C1 (N-((1R,3R)-3-((6-amino-5-(4-phenoxyphenyl)pyrimidin-4-yl)amino)cyclohexyl)acrylamide). As a reaction SMILES: Cl[C:2]1[C:3]([NH2:9])=[N:4][CH:5]=[N:6][C:7]=1Cl.[NH2:10][C@H:11]1[CH2:16][CH2:15][CH2:14][C@H:13]([NH:17][C:18](=[O:24])OC(C)(C)C)[CH2:12]1.[O:25]([C:32]1[CH:37]=[CH:36][C:35](B(O)O)=[CH:34][CH:33]=1)[C:26]1[CH:31]=[CH:30][CH:29]=[CH:28][CH:27]=1.[C:41](Cl)(=O)[CH:42]=C>>[NH2:9][C:3]1[N:4]=[CH:5][N:6]=[C:7]([NH:10][C@@H:11]2[CH2:16][CH2:15][CH2:14][C@@H:13]([NH:17][C:18](=[O:24])[CH:41]=[CH2:42])[CH2:12]2)[C:2]=1[C:29]1[CH:30]=[CH:31][C:26]([O:25][C:32]2[CH:37]=[CH:36][CH:35]=[CH:34][CH:33]=2)=[CH:27][CH:28]=1. Procedure details: N-((1R,3R)-3-((6-amino-5-(4-phenoxyphenyl)pyrimidin-4-yl)amino)cyclohexyl)acrylamide was prepared from 5,6-dichloropyrimidin-4-amine, tert-butyl (trans-3-aminocyclohexyl)carbamate, (4-phenoxyphenyl)boronic acid, and acryloyl chloride using methods B, C, D, F and chiral separation. HPLC: 98%. MS: m/z=430 [M+H]+. Starting materials: NC=1C=CC2=C(CC(O2)C(=O)OC)C1 ((±)-5-amino-2,3-dihydro-2-methoxycarbonylbenzofuran), ClC1=NC=C(C(=N1)NC1=CC=C(C=C1)Cl)F (2-chloro-N4-(4-chlorophenyl)-5-fluoro-4-pyrimidineamine). Yields the product ClC1=CC=C(C=C1)NC1=NC(=NC=C1F)NC=1C=CC2=C(CC(O2)C(=O)OC)C1 ((±)-N4-(4-chlorophenyl)-N2-(2,3-dihydro-2-methoxycarbonylbenzofuran-5-yl)-5-fluoro-2,4-pyrimidinediamine). Reaction SMILES: [NH2:1][C:2]1[CH:3]=[CH:4][C:5]2[O:9][CH:8]([C:10]([O:12][CH3:13])=[O:11])[CH2:7][C:6]=2[CH:14]=1.Cl[C:16]1[N:21]=[C:20]([NH:22][C:23]2[CH:28]=[CH:27][C:26]([Cl:29])=[CH:25][CH:24]=2)[C:19]([F:30])=[CH:18][N:17]=1>>[Cl:29][C:26]1[CH:25]=[CH:24][C:23]([NH:22][C:20]2[C:19]([F:30])=[CH:18][N:17]=[C:16]([NH:1][C:2]3[CH:3]=[CH:4][C:5]4[O:9][CH:8]([C:10]([O:12][CH3:13])=[O:11])[CH2:7][C:6]=4[CH:14]=3)[N:21]=2)=[CH:28][CH:27]=1. Procedure: In like manner to the preparation of (±)-N4-(3,4-difluorophenyl)-N2-(2,3-dihydro-2-methoxycarbonylbenzofuran-5-yl)-5-fluoro-2,4-pyrimidinediamine, the reaction of (±)-5-amino-2,3-dihydro-2-methoxycarbonylbenzofuran with 2-chloro-N4-(4-chlorophenyl)-5-fluoro-4-pyrimidineamine gave (±)-N4-(4-chlorophenyl)-N2-(2,3-dihydro-2-methoxycarbonylbenzofuran-5-yl)-5-fluoro-2,4-pyrimidinediamine. 1H NMR (DMSO-d6): δ 10.29 (bs, 1H), 9.89 (bs, 1H), 8.21 (d, 1H, J=4.8 Hz), 7.69 (m, 2H), 7.38 (m, 3H), 7.13 (bd, ...